Dataset: the Open Reaction Database (ORD), a public repository of structured organic reaction records. Task: describe an organic reaction: reactants, conditions, products, and yield The reactants are BrC=1C=C2CCC(NC2=C(C1)Cl)=S (6-bromo-8-chloro-3,4-dihydroquinoline-2(1H)-thione), C(C)(=O)NN (acetic hydrazide). Solvent: C1(CCCCC1)O (cyclohexanol). Conditions: temperature 100 celsius. Yields the product BrC=1C=C2CCC=3N(C2=C(C1)Cl)C(=NN3)C (7-bromo-9-chloro-1-methyl-4,5-dihydro-[1,2,4]triazolo[4,3-a]quinoline). RXN SMILES: [Br:1][C:2]1[CH:3]=[C:4]2[C:9](=[C:10]([Cl:12])[CH:11]=1)[NH:8][C:7](=S)[CH2:6][CH2:5]2.[C:14]([NH:17][NH2:18])(=O)[CH3:15]>C1(O)CCCCC1>[Br:1][C:2]1[CH:3]=[C:4]2[C:9](=[C:10]([Cl:12])[CH:11]=1)[N:8]1[C:14]([CH3:15])=[N:17][N:18]=[C:7]1[CH2:6][CH2:5]2. Reported procedure: To a solution of 6-bromo-8-chloro-3,4-dihydroquinoline-2(1H)-thione (80-2; 0.45 g, 0.0016 mol) in cyclohexanol (20 mL) was added acetic hydrazide (0.241 g, 0.0032 mol) and the reaction mixture was heated at 100° C. for 1 h under microwave irradiation conditions. Then 1.5 g of molecular sieves powder was added and the reaction mixture was again heated at 190° C. for 2 h under microwave conditions. The reaction mixture was filtered and the filtrate was evaporated. The crude was purified by silica ... Starting materials: CCCCCC, CCOC(C)=O, Cl, CC(C)(C)OC(=O)N1CCN(c2nc(-c3ccoc3)ns2)CC1. Product: c1cc(-c2nsc(N3CCNCC3)n2)co1. RXN SMILES: [CH3:25][CH2:26][CH2:27][CH2:28][CH2:29][CH3:30].[CH3:31][CH2:32][O:33][C:34](=[O:35])[CH3:36].[ClH:24].[o:1]1[cH:2][c:3](-[c:6]2[n:7][s:8][c:9]([N:11]3[CH2:12][CH2:13][N:14]([C:17]([O:18][C:19]([CH3:20])([CH3:21])[CH3:22])=[O:23])[CH2:15][CH2:16]3)[n:10]2)[cH:4][cH:5]1>>[o:1]1[cH:2][c:3](-[c:6]2[n:7][s:8][c:9]([N:11]3[CH2:12][CH2:13][NH:14][CH2:15][CH2:16]3)[n:10]2)[cH:4][cH:5]1. The reactants are CCOCc1nc2cnc3cc(Br)ccc3c2n1CCCOC(C)C, [Cu]I, [K+], [K+], [K+], NC1CCCCC1N, O=C1CCCN1, C1COCCO1, O=P([O-])([O-])[O-]. Yields the product CCOCc1nc2cnc3cc(N4CCCC4=O)ccc3c2n1CCCOC(C)C. As a reaction SMILES: [Br:1][c:2]1[cH:3][cH:4][c:5]2[c:6]3[c:7]([cH:8][n:9][c:10]2[cH:11]1)[n:12][c:13]([CH2:22][O:23][CH2:24][CH3:25])[n:14]3[CH2:15][CH2:16][CH2:17][O:18][CH:19]([CH3:20])[CH3:21].[Cu:48][I:49].[K+:45].[K+:46].[K+:47].[NH2:26][CH:27]1[CH2:28][CH2:29][CH2:30][CH2:31][CH:32]1[NH2:33].[NH:34]1[C:35](=[O:39])[CH2:36][CH2:37][CH2:38]1.[O:50]1[CH2:51][CH2:52][O:53][CH2:54][CH2:55]1.[P:40]([O-:41])([O-:42])([O-:43])=[O:44]>>[c:2]1([N:34]2[C:35](=[O:39])[CH2:36][CH2:37][CH2:38]2)[cH:3][cH:4][c:5]2[c:6]3[c:7]([cH:8][n:9][c:10]2[cH:11]1)[n:12][c:13]([CH2:22][O:23][CH2:24][CH3:25])[n:14]3[CH2:15][CH2:16][CH2:17][O:18][CH:19]([CH3:20])[CH3:21]. Starting materials: O=C(Cl)CC(F)(F)F, COc1cc(N2CCc3nc(-c4ccc(Cl)cc4)sc3C2=O)ccc1OC1CNC1, c1ccncc1. Product: COc1cc(N2CCc3nc(-c4ccc(Cl)cc4)sc3C2=O)ccc1OC1CN(C(=O)CC(F)(F)F)C1. RXN SMILES: [F:31][C:32]([CH2:33][C:34](=[O:35])[Cl:36])([F:37])[F:38].[NH:1]1[CH2:2][CH:3]([O:5][c:6]2[c:7]([O:29][CH3:30])[cH:8][c:9]([N:12]3[C:13](=[O:28])[c:14]4[c:15]([n:18][c:19](-[c:21]5[cH:22][cH:23][c:24]([Cl:27])[cH:25][cH:26]5)[s:20]4)[CH2:16][CH2:17]3)[cH:10][cH:11]2)[CH2:4]1.[cH:39]1[cH:40][cH:41][n:42][cH:43][cH:44]1>>[N:1]1([C:34]([CH2:33][C:32]([F:31])([F:37])[F:38])=[O:35])[CH2:2][CH:3]([O:5][c:6]2[c:7]([O:29][CH3:30])[cH:8][c:9]([N:12]3[C:13](=[O:28])[c:14]4[c:15]([n:18][c:19](-[c:21]5[cH:22][cH:23][c:24]([Cl:27])[cH:25][cH:26]5)[s:20]4)[CH2:16][CH2:17]3)[cH:10][cH:11]2)[CH2:4]1.